This data is from the Open Reaction Database (ORD), a public repository of structured organic reaction records. The task is: describe an organic reaction: reactants, conditions, products, and yield Reactants: [Cu]C#N (copper(I) cyanide), C(CCC)C=1NC2=CC=C(C=C2C(N1)=O)I (2-butyl-6-iodo-4(1H)-quinazolinone), O (water). The solvent is N1=CC=CC=C1 (pyridine). Reaction conditions: time 8 hour. Product: C(CCC)C=1NC2=CC=C(C=C2C(N1)=O)C#N (2-Butyl-6-cyano-4(1-H)-quinazolinone). RXN SMILES: [CH2:1]([C:5]1[NH:6][C:7]2[C:12]([C:13](=[O:15])[N:14]=1)=[CH:11][C:10](I)=[CH:9][CH:8]=2)[CH2:2][CH2:3][CH3:4].[Cu][C:18]#[N:19].O>N1C=CC=CC=1>[CH2:1]([C:5]1[NH:6][C:7]2[C:12]([C:13](=[O:15])[N:14]=1)=[CH:11][C:10]([C:18]#[N:19])=[CH:9][CH:8]=2)[CH2:2][CH2:3][CH3:4]. Procedure details: A mixture of 6.4 g of 2-butyl-6-iodo-4(1H)-quinazolinone in 25 ml of pyridine is added 3.6 g of copper(I) cyanide followed by heating at reflux for 16 hours. The reaction mixture is poured into water and stirred at room temperature for 8 hours. The suspension is filtered and the cake washed well with water and air dried. The solid is dissolved in 3:1 chloroform-methanol and dried with MgSO4. The volatiles are evaporated in vacuo to give 3.2 g of the desired pro-duct as a solid. m.p. 243°-45° C. The reactants are ClC1=CC=C(C=C1)C=1SC(=CN1)CO ([2-(4-Chloro-phenyl)-thiazol-5-yl]-methanol), C1(CC(CC1)=O)=O (cyclopentane-1,3-dione), CC(C)OC(=O)/N=N/C(=O)OC(C)C (Diisopropylazodicarboxylate), C1(=CC=CC=C1)P(C1=CC=CC=C1)C1=CC=CC=C1 (triphenylphosphine). Run in C1CCOC1 (THF). Reaction conditions: time 2 hour. Product: ClC1=CC=C(C=C1)C1=CC=C(S1)COC1=CC(CC1)=O (3-[5-(4-Chloro-phenyl)-thiophen-2-ylmethoxy]-cyclopent-2-enone). The yield is 76.9%. RXN SMILES: [Cl:1][C:2]1[CH:7]=[CH:6][C:5]([C:8]2[S:9][C:10]([CH2:13][OH:14])=[CH:11]N=2)=[CH:4][CH:3]=1.[C:15]1(=O)[CH2:19][CH2:18][C:17](=[O:20])[CH2:16]1.[C:22]1(P(C2C=CC=CC=2)C2C=CC=CC=2)C=CC=CC=1.CC(OC(/N=N/C(OC(C)C)=O)=O)C>C1COCC1>[Cl:1][C:2]1[CH:7]=[CH:6][C:5]([C:8]2[S:9][C:10]([CH2:13][O:14][C:15]3[CH2:19][CH2:18][C:17](=[O:20])[CH:16]=3)=[CH:11][CH:22]=2)=[CH:4][CH:3]=1. Procedure details: To a solution of [2-(4-Chloro-phenyl)-thiazol-5-yl]-methanol (4.89 g, 21.75 mmol) in anhydrous THF (100 ml), at 0° C. under an atmosphere of nitrogen was added cyclopentane-1,3-dione (2.78 g, 28.27 mmol) followed by triphenylphosphine (7.41 g, 28.27 mmol). Diisopropylazodicarboxylate (5.48 ml, 28.27 mmol) was then added dropwise over a period of 5 minutes and the reaction allowed to warm to room temperature and stirred for 2 hours. The crude reaction mixture was dry loaded onto silica and purifi... The reactants are CN(C)CCCC(=O)O, CCN=C=NCCCN(C)C, CN(C)c1ccncc1, Cl, Cl, O=C1OC(Cn2ccnn2)CN1c1ccc(-c2ccc(C3=NOC(CO)C3)nc2)c(F)c1, CN(C)C=O. Yields the product CN(C)CCCC(=O)OCC1CC(c2ccc(-c3ccc(N4CC(Cn5ccnn5)OC4=O)cc3F)cn2)=NO1. As a reaction SMILES: [CH3:34][N:35]([CH2:36][CH2:37][CH2:38][C:39](=[O:40])[OH:41])[CH3:42].[CH3:44][N:45]([CH3:46])[CH2:47][CH2:48][CH2:49][N:50]=[C:51]=[N:52][CH2:53][CH3:54].[CH3:55][N:56]([CH3:57])[c:58]1[cH:59][cH:60][n:61][cH:62][cH:63]1.[ClH:33].[ClH:43].[F:1][c:2]1[cH:3][c:4]([N:21]2[C:22](=[O:32])[O:23][CH:24]([CH2:26][n:27]3[n:28][n:29][cH:30][cH:31]3)[CH2:25]2)[cH:5][cH:6][c:7]1-[c:8]1[cH:9][n:10][c:11]([C:14]2=[N:15][O:16][CH:17]([CH2:19][OH:20])[CH2:18]2)[cH:12][cH:13]1.[O:64]=[CH:65][N:66]([CH3:67])[CH3:68]>>[F:1][c:2]1[cH:3][c:4]([N:21]2[C:22](=[O:32])[O:23][CH:24]([CH2:26][n:27]3[n:28][n:29][cH:30][cH:31]3)[CH2:25]2)[cH:5][cH:6][c:7]1-[c:8]1[cH:9][n:10][c:11]([C:14]2=[N:15][O:16][CH:17]([CH2:19][O:20][C:39]([CH2:38][CH2:37][CH2:36][N:35]([CH3:34])[CH3:42])=[O:40])[CH2:18]2)[cH:12][cH:13]1. The reactants are COc1ccc2[nH]c(SCc3ncc(C)c(OC)c3C)nc2c1, ClCCl, Cl, [Na+], [Na+], [Na+], O=C([O-])[O-], O=C1OC(=O)c2ccccc21, [OH-], O, OO. Yields the product COc1ccc2[nH]c(S(=O)Cc3ncc(C)c(OC)c3C)nc2c1. As a reaction SMILES: [CH3:4][O:5][c:6]1[cH:7][c:8]2[c:9]([nH:10][c:11]([S:13][CH2:14][c:15]3[n:16][cH:17][c:18]([CH3:24])[c:19]([O:22][CH3:23])[c:20]3[CH3:21])[n:12]2)[cH:25][cH:26]1.[Cl:46][CH2:47][Cl:48].[ClH:3].[Na+:2].[Na+:38].[Na+:39].[O-:40][C:41](=[O:42])[O-:43].[O:27]=[C:28]1[c:29]2[c:30]([cH:31][cH:32][cH:33][cH:34]2)[C:35](=[O:36])[O:37]1.[OH-:1].[OH2:49].[OH:44][OH:45]>>[CH3:4][O:5][c:6]1[cH:7][c:8]2[c:9]([nH:10][c:11]([S:13]([CH2:14][c:15]3[n:16][cH:17][c:18]([CH3:24])[c:19]([O:22][CH3:23])[c:20]3[CH3:21])=[O:27])[n:12]2)[cH:25][cH:26]1. Reactants: CC1=NOC(=C1B(O)O)C (3,5-dimethylisoxazole-4-boronic acid), C([O-])([O-])=O.[Cs+].[Cs+] (cesium carbonate), ClC1=CC2=C(NC(N(C2C2=CC=CC=C2)C)=O)C=N1 (6-Chloro-3-methyl-4-phenyl-3,4-dihydro-1H-pyrido[3,4-d]pyrimidin-2-one). Reaction conditions: temperature 90 celsius. The product is CC1=NOC(=C1C1=CC2=C(NC(N(C2C2=CC=CC=C2)C)=O)C=N1)C (6-(3,5-Dimethyl-isoxazol-4-yl)-3-methyl-4-phenyl-3,4-dihydro-1H-pyrido[3,4-d]pyrimidin-2-one). RXN SMILES: [CH3:1][C:2]1[C:6](B(O)O)=[C:5]([CH3:10])[O:4][N:3]=1.C(=O)([O-])[O-].[Cs+].[Cs+].Cl[C:18]1[N:35]=[CH:34][C:21]2[NH:22][C:23](=[O:33])[N:24]([CH3:32])[CH:25]([C:26]3[CH:31]=[CH:30][CH:29]=[CH:28][CH:27]=3)[C:20]=2[CH:19]=1>>[CH3:1][C:2]1[C:6]([C:18]2[N:35]=[CH:34][C:21]3[NH:22][C:23](=[O:33])[N:24]([CH3:32])[CH:25]([C:26]4[CH:31]=[CH:30][CH:29]=[CH:28][CH:27]=4)[C:20]=3[CH:19]=2)=[C:5]([CH3:10])[O:4][N:3]=1 |f:1.2.3|. Procedure: 3,5-dimethylisoxazole-4-boronic acid (140 mg, 0.993 mmol), cesium carbonate (500 mg, 1.519 mmol) and 1,1-bis(diphenylphosphino)ferocene-palladium(II)dichloride dichloromethane complex are added to a microwave vessel flushed with argon. Dimethyl sulfoxide (5 mL) is added and the mixture purged with argon. Finally, 6-Chloro-3-methyl-4-phenyl-3,4-dihydro-1H-pyrido[3,4-d]pyrimidin-2-one (140 mg, 0.511 mmol) is added and the mixture again purged with argon and heated in a microwave oven at 90° C. for... Reactants: O=C(NC1CCNC1)C12CC3CC(CC(C3)C1)C2, Cc1ccc(S(=O)(=O)OCC2CCc3ccccc32)cc1. Product: O=C(NC1CCN(CC2CCc3ccccc32)C1)C12CC3CC(CC(C3)C1)C2. Reaction SMILES: [NH:1]1[CH2:2][CH:3]([NH:6][C:7](=[O:8])[C:9]23[CH2:10][CH:11]4[CH2:12][CH:13]([CH2:14][CH:15]([CH2:16]2)[CH2:17]4)[CH2:18]3)[CH2:4][CH2:5]1.[c:19]1([CH3:20])[cH:21][cH:22][c:23]([S:24]([O:25][CH2:29][CH:30]2[CH2:31][CH2:32][c:33]3[cH:34][cH:35][cH:36][cH:37][c:38]32)(=[O:26])=[O:27])[cH:28][cH:39]1>>[N:1]1([CH2:29][CH:30]2[CH2:31][CH2:32][c:33]3[cH:34][cH:35][cH:36][cH:37][c:38]32)[CH2:2][CH:3]([NH:6][C:7](=[O:8])[C:9]23[CH2:10][CH:11]4[CH2:12][CH:13]([CH2:14][CH:15]([CH2:16]2)[CH2:17]4)[CH2:18]3)[CH2:4][CH2:5]1.